From a dataset of the Open Reaction Database (ORD), a public repository of structured organic reaction records. describe an organic reaction: reactants, conditions, products, and yield Starting materials: BrC=1C(=NNC1)C(=O)N (4-bromo-1H-pyrazole-3-carboxamide), C([O-])([O-])=O.[K+].[K+] (potassium carbonate), CS(=O)(=O)OC1CCN(CC1)C(=O)OC(C)(C)C (tert-butyl 4-methylsulfonyloxypiperidine-1-carboxylate). Solvent: C(C)#N (acetonitrile). Product: BrC=1C(=NN(C1)C1CCN(CC1)C(=O)OC(C)(C)C)C(N)=O (tert-butyl 4-(4-bromo-3-carbamoyl-pyrazol-1-yl)piperidine-1-carboxylate). The yield is 37.0%. Reaction SMILES: [Br:1][C:2]1[C:3]([C:7]([NH2:9])=[O:8])=[N:4][NH:5][CH:6]=1.C(=O)([O-])[O-].[K+].[K+].CS(O[CH:21]1[CH2:26][CH2:25][N:24]([C:27]([O:29][C:30]([CH3:33])([CH3:32])[CH3:31])=[O:28])[CH2:23][CH2:22]1)(=O)=O>C(#N)C>[Br:1][C:2]1[C:3]([C:7](=[O:8])[NH2:9])=[N:4][N:5]([CH:21]2[CH2:26][CH2:25][N:24]([C:27]([O:29][C:30]([CH3:33])([CH3:32])[CH3:31])=[O:28])[CH2:23][CH2:22]2)[CH:6]=1 |f:1.2.3|. Procedure details: 4-bromo-1H-pyrazole-3-carboxamide (673 mg), potassium carbonate (636 mg) and tert-butyl 4-methylsulfonyloxypiperidine-1-carboxylate (1187 mg) in acetonitrile (20 ml) were stirred at 90° C. overnight. The mixture was concentrated and the residue was dissolved in ethyl acetate, washed with water, brine, dried over magnesium sulfate and concentrated. The crude product was purified by flash chromatography on silica gel eluting with 55 to 100% ethyl acetate in petroleum ether. The solvent was evapora... Reactants: CC(=O)O, O=C1Nc2ccc(I)cc2C1=O, CCCCCC(=O)Nc1ccc(C(=O)NN)cc1. Product: CCCCCC(=O)Nc1ccc(C(=O)NN=C2C(=O)Nc3ccc(I)cc32)cc1. Reaction SMILES: [CH3:31][C:32](=[O:33])[OH:34].[I:1][c:2]1[cH:3][c:4]2[c:8]([cH:9][cH:10]1)[NH:7][C:6](=[O:11])[C:5]2=[O:12].[NH:13]([NH2:14])[C:15](=[O:16])[c:17]1[cH:18][cH:19][c:20]([NH:23][C:24]([CH2:25][CH2:26][CH2:27][CH2:28][CH3:29])=[O:30])[cH:21][cH:22]1>>[I:1][c:2]1[cH:3][c:4]2[c:8]([cH:9][cH:10]1)[NH:7][C:6](=[O:11])[C:5]2=[N:14][NH:13][C:15](=[O:16])[c:17]1[cH:18][cH:19][c:20]([NH:23][C:24]([CH2:25][CH2:26][CH2:27][CH2:28][CH3:29])=[O:30])[cH:21][cH:22]1. The reactants are c1(cccnc1)N, n1(ccnc1Br)C. Reagents/catalysts: c1ccc(cc1)-c2c3ccccc3cc4ccccc24 (9-Phenylanthracene), CCC(C)(C)[O-].[K+]Â Â  (KOPnt), c1(c2c(P(C3CCCCC3)C3CCCCC3)c(ccc2OC)OC)c(cc(cc1C(C)C)C(C)C)C(C)C (BrettPhos), C(O[Pd]OC(C)=O)(C)=O (Pd(OAc)2). Run in CCC(C)(C)O (t-AmOH). Reaction conditions: temperature 110 celsius, time 30 hour. Product: Cn1ccnc1Nc2cccnc2. As a reaction SMILES: [CH3:1][n:2]1[c:6](Br)[n:5][cH:4][cH:3]1.[NH2:7][c:8]1[cH:13][n:12][cH:11][cH:10][cH:9]1>>[CH3:1][n:2]1[c:6]([NH:7][c:8]2[cH:13][n:12][cH:11][cH:10][cH:9]2)[n:5][cH:4][cH:3]1. Reported procedure: To a solution of Intermediate 232A (0.27 g, 1.226 mmol) in THF (5 mL) was added LDA (1.226 mL, 2.452 mmol, 2M in THF) dropwise at −78° C. and the resulting solution was stirred at the same temperature for 45 min. MeI (0.307 mL, 4.90 mmol) was then added at −78° C. and the reaction mixture was allowed to warmed to RT and stir for 12 h. The reaction mixture was quenched with a saturated aqueous solution of NH4Cl and extracted with EtOAc (2×25 mL). The combined organic layer was dried over Na2SO4, ... As a reaction SMILES: [F:1][C:2]1([F:15])[CH2:7][CH2:6][CH:5]([CH:8]([CH3:14])[C:9]([O:11][CH2:12][CH3:13])=[O:10])[CH2:4][CH2:3]1.[Li+].[CH3:17]C([N-]C(C)C)C.CI>C1COCC1>[F:1][C:2]1([F:15])[CH2:3][CH2:4][CH:5]([C:8]([CH3:17])([CH3:14])[C:9]([O:11][CH2:12][CH3:13])=[O:10])[CH2:6][CH2:7]1 |f:1.2|. Reaction conditions: time 45 minute. The solvent is C1CCOC1 (THF). The reactants are FC1(CCC(CC1)C(C(=O)OCC)C)F (Ethyl 2-(4,4-difluorocyclohexyl)propanoate), [Li+].CC(C)[N-]C(C)C (LDA), CI (MeI). The product is FC1(CCC(CC1)C(C(=O)OCC)(C)C)F (Ethyl 2-(4,4-difluorocyclohexyl)-2-methylpropanoate). The reactants are N[C@@H](CC(C)C)C(=O)O (L-leucine), CC=1C=CC(=CC1)S(=O)(=O)O (p-toluenesulfonate), L-alanine ester p-toluenesulfonate, N[C@@H](CC(C)C)C(=O)O (L-leucine), [OH-].[Na+] (NaOH), ester. Run in C1=CC=CC=C1 (benzene), C1=CC=CC=C1 (benzene). Yields the product C1(=CC=C(C=C1)S(=O)(=O)O)C.C(CCCCCCCCCCCCC)OC([C@@H](N)CC(C)C)=O (L-leucine myristyl ester p-toluenesulfonate). RXN SMILES: [NH2:1][C@H:2]([C:7]([OH:9])=[O:8])[CH2:3][CH:4]([CH3:6])[CH3:5].[CH3:10][C:11]1[CH:12]=[CH:13][C:14]([S:17]([OH:20])(=[O:19])=[O:18])=[CH:15][CH:16]=1.[OH-].[Na+]>C1C=CC=CC=1>[C:11]1([CH3:10])[CH:12]=[CH:13][C:14]([S:17]([OH:20])(=[O:18])=[O:19])=[CH:15][CH:16]=1.[CH2:10]([O:8][C:7](=[O:9])[C@H:2]([CH2:3][CH:4]([CH3:6])[CH3:5])[NH2:1])[CH2:11][CH2:12][CH2:13][CH2:14][CH2:15][CH2:16][CH2:16][CH2:15][CH2:14][CH2:13][CH2:12][CH2:11][CH3:10] |f:2.3,5.6|. Procedure: Proteinaceous Emulsifier 13 was prepared by using L-leucine in place of L-alanine. Specifically, L-leucine myristyl ester p-toluenesulfonate was synthesized in the same manner as described in Example 18 for the synthesis of an L-alanine ester p-toluenesulfonate, except that L-leucine was used in place of L-alanine. The resulting p-toluenesulfonate was dissolved in 200 ml of benzene, and this solution was treated three times with 300-ml portions of 0.1N NaOH. Thereafter, the benzene layer was iso... The reactants are C1(=CC=CC=C1)CN1C[C@@H]2COCCN2CC1 ((9aR)-8-(phenylmethyl)octahydropyrazino[2,1-c][1,4]oxazine), Cl (HCl). The reagents and catalysts are [Pd] (Pd/C). Run in CO (MeOH). Product: Cl.Cl.C1OCCN2[C@@H]1CNCC2 ((9aR)-octahydropyrazino[2,1-c][1,4]oxazine dihydrochloride). Isolated yield 103.1%. Reaction SMILES: C1(C[N:8]2[CH2:17][CH2:16][N:15]3[C@@H:10]([CH2:11][O:12][CH2:13][CH2:14]3)[CH2:9]2)C=CC=CC=1.[ClH:18]>CO.[Pd]>[ClH:18].[ClH:18].[CH2:11]1[C@H:10]2[CH2:9][NH:8][CH2:17][CH2:16][N:15]2[CH2:14][CH2:13][O:12]1 |f:4.5.6|. Procedure: To a solution of (9aR)-8-(phenylmethyl)octahydropyrazino[2,1-c][1,4]oxazine (1.8055 g, 7.77 mmol) in MeOH (80 mL) was added 1 N aq. HCl (15.5 mL, 15.5 mmol) and 10% Pd/C (50% water, 360 mg). The mixture was hydrogenated under balloon pressure overnight, and was then filtered through a 0.2 μm PTFE membrane. The solution was concentrated in vacuo and the residue was azeotroped with MeOH (3×50 mL) to provide crude (9aR)-octahydropyrazino[2,1-c][1,4]oxazine dihydrochloride (1.7185 g, >100% crude yie...